This data is from the Open Reaction Database (ORD), a public repository of structured organic reaction records. The task is: describe an organic reaction: reactants, conditions, products, and yield Starting materials: [Br-], C1CCOC1, C[Mg+], CCCN1CCC(C)(C)c2cc(C(C)C)cc(C=O)c21. The product is CCCN1CCC(C)(C)c2cc(C(C)C)cc(C(C)O)c21. Reaction SMILES: [Br-:21].[CH2:24]1[O:25][CH2:26][CH2:27][CH2:28]1.[CH3:22][Mg+:23].[CH:1]([CH3:2])([CH3:3])[c:4]1[cH:5][c:6]2[c:11]([c:12]([CH:14]=[O:15])[cH:13]1)[N:10]([CH2:16][CH2:17][CH3:18])[CH2:9][CH2:8][C:7]2([CH3:19])[CH3:20]>>[CH:1]([CH3:2])([CH3:3])[c:4]1[cH:5][c:6]2[c:11]([c:12]([CH:14]([OH:15])[CH3:22])[cH:13]1)[N:10]([CH2:16][CH2:17][CH3:18])[CH2:9][CH2:8][C:7]2([CH3:19])[CH3:20]. Reactants: BrC1=CC=CC(=N1)CO ((6-Bromopyridin-2-yl)-methanol), CC(C)([O-])C.[K+] (potassium t-butoxide), CC1=C(C(=CC(=C1)C)C)B(O)O (2,4,6-trimethylbenzeneboronic acid). Reagents/catalysts: C=1C=CC(=CC1)[P](C=2C=CC=CC2)(C=3C=CC=CC3)[Pd]([P](C=4C=CC=CC4)(C=5C=CC=CC5)C=6C=CC=CC6)([P](C=7C=CC=CC7)(C=8C=CC=CC8)C=9C=CC=CC9)[P](C=1C=CC=CC1)(C=1C=CC=CC1)C=1C=CC=CC1 (Tetrakis(triphenylphosphine)palladium(0)). Solvent: COCCOC (1,2-dimethoxyethane), C(C)(C)(C)O (t-butanol), COCCOC (1,2-dimethoxyethane). Reaction conditions: temperature 50 celsius, time 15 minute. The product is ethyl acetate hexanes, C1(=C(C(=CC(=C1)C)C)C1=CC=CC(=N1)CO)C ((6-Mesitylpyridin-2-yl)methanol). The yield is 68.4%. Reaction SMILES: Br[C:2]1[N:7]=[C:6]([CH2:8][OH:9])[CH:5]=[CH:4][CH:3]=1.[CH3:10][C:11]1[CH:16]=[C:15]([CH3:17])[CH:14]=[C:13]([CH3:18])[C:12]=1B(O)O.CC(C)([O-])C.[K+]>COCCOC.C(O)(C)(C)C.C1C=CC([P]([Pd]([P](C2C=CC=CC=2)(C2C=CC=CC=2)C2C=CC=CC=2)([P](C2C=CC=CC=2)(C2C=CC=CC=2)C2C=CC=CC=2)[P](C2C=CC=CC=2)(C2C=CC=CC=2)C2C=CC=CC=2)(C2C=CC=CC=2)C2C=CC=CC=2)=CC=1>[C:11]1([CH3:10])[CH:16]=[C:15]([CH3:17])[CH:14]=[C:13]([CH3:18])[C:12]=1[C:2]1[N:7]=[C:6]([CH2:8][OH:9])[CH:5]=[CH:4][CH:3]=1 |f:2.3,^1:42,44,63,82|. Reported procedure: (6-Bromopyridin-2-yl)-methanol (4.23 g, 22.5 mmol) was dissolved in 1,2-dimethoxyethane. Tetrakis(triphenylphosphine)palladium(0) (1.30 g, 1.12 mmol) was added and the reaction stirred for 15 minutes at 50° C. Upon cooling, 2,4,6-trimethylbenzeneboronic acid (3.69 g, 22.5 mmol) in 20 mL 1,2-dimethoxyethane was added to the reaction followed by potassium t-butoxide (5.05 g, 50.0 mmol) in 20 mL of t-butanol. The reaction was heated at 90° C. for 0.5 hr. The solution was cooled and filtered through...